This data is from the Open Reaction Database (ORD), a public repository of structured organic reaction records. The task is: describe an organic reaction: reactants, conditions, products, and yield The reactants are C1COCCN1, CN1CCCC1=O, Cc1cc(C)n(-c2nc(Cl)cc(Nc3ccc(Cl)cc3)n2)n1, Cl. Product: Cc1cc(C)n(-c2nc(Nc3ccc(Cl)cc3)cc(N3CCOCC3)n2)n1. As a reaction SMILES: [CH2:23]1[CH2:24][O:25][CH2:26][CH2:27][NH:28]1.[CH3:30][N:31]1[CH2:32][CH2:33][CH2:34][C:35]1=[O:36].[Cl:1][c:2]1[cH:3][c:4]([NH:15][c:16]2[cH:17][cH:18][c:19]([Cl:22])[cH:20][cH:21]2)[n:5][c:6](-[n:8]2[n:9][c:10]([CH3:14])[cH:11][c:12]2[CH3:13])[n:7]1.[ClH:29]>>[c:2]1([N:28]2[CH2:23][CH2:24][O:25][CH2:26][CH2:27]2)[cH:3][c:4]([NH:15][c:16]2[cH:17][cH:18][c:19]([Cl:22])[cH:20][cH:21]2)[n:5][c:6](-[n:8]2[n:9][c:10]([CH3:14])[cH:11][c:12]2[CH3:13])[n:7]1. Starting materials: O1CCOC12CCC(CC2)C(=O)OCC (ethyl 1,4-dioxaspiro[4.5]decane-8-carboxylate), C1CCOC1 (THF), C(C)[Mg]Cl (ethylmagnesium chloride). Reaction conditions: temperature -78 celsius, time 8 hour. The product is O1CCOC12CCC(CC2)C(CC)(CC)O (3-(1,4-dioxaspiro[4.5]decan-8-yl)pentan-3-ol). Reaction SMILES: [O:1]1[C:5]2([CH2:10][CH2:9][CH:8]([C:11]([O:13]CC)=O)[CH2:7][CH2:6]2)[O:4][CH2:3][CH2:2]1.[CH2:16]([Mg]Cl)[CH3:17].[CH2:20]1COC[CH2:21]1>>[O:4]1[C:5]2([CH2:6][CH2:7][CH:8]([C:11]([OH:13])([CH2:16][CH3:17])[CH2:20][CH3:21])[CH2:9][CH2:10]2)[O:1][CH2:2][CH2:3]1. Procedure: To a solution of ethyl 1,4-dioxaspiro[4.5]decane-8-carboxylate (0.754 g, 3.52 mmol, prepared as described in Pearson, et al. in J. Org. Chem. 1997, 62(16), 5284-5292) in THF (20 mL) cooled to −78° C. under argon was added a ethylmagnesium chloride (9 mL, 18 mmol, 2 M in THF) dropwise. After the complete addition, the reaction mixture was allowed to reach room temperature overnight. It was then re-cooled to −78° C. and quenched with saturated NaHCO3 solution and warmed to room temperature. After ... Reactants: C(C)(C)(C)OC(=O)N[C@@H](CC=1N=CSC1)C(=O)N1[C@@H](CCC1)C (1-N-[N-(tert-butoxycarbonyl)-3-(thiazol-4-yl)-L-alanyl]-(2R)-2-methylpyrrolidine), O.C1(=CC=C(C=C1)S(=O)(=O)O)C (p-toluenesulfonic acid hydrate), solution, C(C)(=O)OCC.Cl (hydrogen chloride-ethyl acetate). The solvent is C(C)(=O)OCC (ethyl acetate). Reaction conditions: time 45 minute. Product: C1(=CC=C(C=C1)S(=O)(=O)O)C.C1(=CC=C(C=C1)S(=O)(=O)O)C.S1C=NC(=C1)C[C@H](N)C(=O)N1[C@@H](CCC1)C (1-N-[3-(thiazol-4-yl)-L-alanyl]-(2R)-2-methylpyrrolidine di-p-toluenesulfonate). The yield is 62.0%. As a reaction SMILES: C(OC([NH:8][C@H:9]([C:16]([N:18]1[CH2:22][CH2:21][CH2:20][C@H:19]1[CH3:23])=[O:17])[CH2:10][C:11]1[N:12]=[CH:13][S:14][CH:15]=1)=O)(C)(C)C.O.[C:25]1([CH3:35])[CH:30]=[CH:29][C:28]([S:31]([OH:34])(=[O:33])=[O:32])=[CH:27][CH:26]=1.C(OCC)(=O)C.Cl>C(OCC)(=O)C>[C:25]1([CH3:35])[CH:26]=[CH:27][C:28]([S:31]([OH:34])(=[O:32])=[O:33])=[CH:29][CH:30]=1.[C:25]1([CH3:35])[CH:26]=[CH:27][C:28]([S:31]([OH:34])(=[O:32])=[O:33])=[CH:29][CH:30]=1.[S:14]1[CH:15]=[C:11]([CH2:10][C@@H:9]([C:16]([N:18]2[CH2:22][CH2:21][CH2:20][C@H:19]2[CH3:23])=[O:17])[NH2:8])[N:12]=[CH:13]1 |f:1.2,3.4,6.7.8|. Procedure: Compound (3) (33.77 g, 99.48 mmol) and p-toluenesulfonic acid hydrate (37.85 g, 199 mmol) were dissolved in ethyl acetate (101 ml) and the solution was cooled with ice. To the mixture, 4 mol/L solution of hydrogen chloride-ethyl acetate (125 ml) was added, and the mixture was stirred for 2 hours 45 minutes. After the mixture was concentrated under reduced pressure, methanol was added to the residue. The mixture was concentrated. Methanol-toluene (1:1) was added to the residue and concentrated un... Reactants: CCN(CC)S(F)(F)F, OC(c1ccnc(Cl)n1)C1CC1, ClCCl. Product: FC(c1ccnc(Cl)n1)C1CC1. Reaction SMILES: [CH2:13]([N:14]([S:15]([F:16])([F:17])[F:19])[CH2:18][CH3:20])[CH3:21].[Cl:1][c:2]1[n:3][cH:4][cH:5][c:6]([CH:8]([OH:9])[CH:10]2[CH2:11][CH2:12]2)[n:7]1.[Cl:22][CH2:23][Cl:24]>>[Cl:1][c:2]1[n:3][cH:4][cH:5][c:6]([CH:8]([CH:10]2[CH2:11][CH2:12]2)[F:19])[n:7]1.